This data is from the Open Reaction Database (ORD), a public repository of structured organic reaction records. The task is: describe an organic reaction: reactants, conditions, products, and yield Reactants: N1C=C(C=C1)C=1SC=CN1 (2-(1H-pyrrol-3-yl)-1,3-thiazole), N1=CC=CC2=CC=C3C=CC=NC3=C12 (1,10-Phenanthroline), P(=O)([O-])([O-])[O-].[K+].[K+].[K+] (potassium phosphate), O1CCOCC1 (dioxane). The reagents and catalysts are [Cu]I (copper(I) iodide). The product is COC1=C(C=CC(=C1)N1C=C(C=C1)C=1SC=CN1)C1=NC=CC=C1 (2-{2-methoxy-4-[3-(1,3-thiazol-2-yl)-1H-pyrrol-1-yl]phenyl}pyridine). RXN SMILES: [NH:1]1[CH:5]=[CH:4][C:3]([C:6]2[S:7][CH:8]=[CH:9][N:10]=2)=[CH:2]1.N1[C:24]2[C:15](=CC=[C:18]3[C:23]=2[N:22]=[CH:21][CH:20]=[CH:19]3)[CH:14]=[CH:13][CH:12]=1.P([O-])([O-])([O-])=O.[K+].[K+].[K+].[O:33]1[CH2:38]COC[CH2:34]1>[Cu]I>[CH3:34][O:33][C:38]1[CH:12]=[C:13]([N:1]2[CH:5]=[CH:4][C:3]([C:6]3[S:7][CH:8]=[CH:9][N:10]=3)=[CH:2]2)[CH:14]=[CH:15][C:24]=1[C:23]1[CH:18]=[CH:19][CH:20]=[CH:21][N:22]=1 |f:2.3.4.5|. Procedure: A solution of 2-(1H-pyrrol-3-yl)-1,3-thiazole (0.100 g, 0.67 mmol) 3-(3-iodophenyl)pyridine (0.248 g, 0.8 mmol), copper(I) iodide (0.038 g, 0.2 mmol), 1,10-Phenanthroline (0.360 g, 2 mmol), potassium phosphate (0.440 g, 2.0 mmol) in dioxane (2 mL) was heated to 200° C. for ½ hr under microwave irradiation. The reaction mixture was quenched with H2O (30 mL), then extracted with EtOAc (3×30 mL) and the combined organic extracts washed with brine. The organic phase was dried over Na2SO4 and concent... Reactants: COCCl (Chloromethyl methyl ether), N=1NN=NC1C1=C(SC=C1)NC(CC1=CC=C(C=C1)OC)=O (N-(3-(2H-tetrazol-5-yl)thiophen-2-yl)-2-(4-methoxyphenyl)acetamide), C([O-])([O-])=O.[K+].[K+] (potassium carbonate). Solvent: CN(C)C=O (DMF), O (water). Conditions: time 72 hour. Yields the product COCN1N=C(N=N1)C1=C(SC=C1)NC(CC1=CC=C(C=C1)OC)=O (N-(3-(2-(methoxymethyl)-2H-tetrazol-5-yl)thiophen-2-yl)-2-(4-methoxyphenyl)-acetamide). RXN SMILES: [CH3:1][O:2][CH2:3]Cl.[N:5]1[NH:6][N:7]=[N:8][C:9]=1[C:10]1[CH:14]=[CH:13][S:12][C:11]=1[NH:15][C:16](=[O:26])[CH2:17][C:18]1[CH:23]=[CH:22][C:21]([O:24][CH3:25])=[CH:20][CH:19]=1.C(=O)([O-])[O-].[K+].[K+]>CN(C=O)C.O>[CH3:1][O:2][CH2:3][N:7]1[N:6]=[N:5][C:9]([C:10]2[CH:14]=[CH:13][S:12][C:11]=2[NH:15][C:16](=[O:26])[CH2:17][C:18]2[CH:23]=[CH:22][C:21]([O:24][CH3:25])=[CH:20][CH:19]=2)=[N:8]1 |f:2.3.4|. Procedure details: Chloromethyl methyl ether (0.20 ml, 2.63 mmol) was added to a heterogeneous mixture of N-(3-(2H-tetrazol-5-yl)thiophen-2-yl)-2-(4-methoxyphenyl)acetamide (Example 8.1., 580 mg, 1.84 mmol) and potassium carbonate (1.36 g, 9.84 mmol) in DMF (10 ml). After stirring for 72 h, the solution was diluted with water and extracted with methylene chloride. The combined organic extracts were dried over magnesium sulfate, filtered and concentrated under reduced pressure. The residue was directly purified by ...